This data is from the Open Reaction Database (ORD), a public repository of structured organic reaction records. The task is: describe an organic reaction: reactants, conditions, products, and yield Reactants: CC1=C(CCN)C2=CC(=CC=C2N1)OC (2-methyl-5-methoxytryptamine), TEA, CC(=O)OC(=O)C (Ac2O). Run in C1CCOC1 (THF). Conditions: time 8 hour. Product: CC1=C(C2=C(N1)C=CC(=C2)OC)CCNC(=O)C (2-Methylmelatonin). RXN SMILES: [CH3:1][C:2]1[NH:13][C:12]2[C:7](=[CH:8][C:9]([O:14][CH3:15])=[CH:10][CH:11]=2)[C:3]=1[CH2:4][CH2:5][NH2:6].[CH3:16][C:17](OC(C)=O)=[O:18]>C1COCC1>[CH3:1][C:2]1[NH:13][C:12]2[CH:11]=[CH:10][C:9]([O:14][CH3:15])=[CH:8][C:7]=2[C:3]=1[CH2:4][CH2:5][NH:6][C:17]([CH3:16])=[O:18]. Procedure: To a cold solution in THF (15 mL) of the crude 2-methyl-5-methoxytryptamine, from the step above, TEA (0.7 mL) and 0.47 mL of Ac2O were added. The ice bath was removed and the solution stirred for 8 h. The solvent was evaporated in vacuo, the residue was taken up in ethyl acetate and washed with a saturated aqueous solution of NaHCO3 followed by saturated NaCl solution. The organic phase was dried (Na2SO4), concentrated under vacuum and the crude oil residue was purified by flash chromatography ...